Dataset: the Open Reaction Database (ORD), a public repository of structured organic reaction records. Task: describe an organic reaction: reactants, conditions, products, and yield Reactants: C(C)(C)(C)OC(=O)NC=1C=C(C(=CC1)N)NC(=O)OC(C1=CC=NC=C1)C1CCNCC1 (N4-(tert-butoxycarbonyl)-N2-[1-(4-pyridyl)piperidin-4-ylmethoxycarbonyl]-1,2,4-benzenetriamine), ClC1=CC=C(C(=O)Cl)C=C1 (4-chlorobenzoyl chloride). Product: ClC1=CC=C(C(=O)NC=2C(=CC(=CC2)NC(=O)OC(C)(C)C)NC(=O)OC(C2=CC=NC=C2)C2CCNCC2)C=C1 (N1-(4-Chlorobenzoyl)-N2-[1-(4-pyridyl)piperidin-4-ylmethoxycarbonyl]-N4-(tert-butoxycarbonyl)-1,2,4-benzenetriamine). The yield is 72.2%. Reaction SMILES: [C:1]([O:5][C:6]([NH:8][C:9]1[CH:10]=[C:11]([NH:16][C:17]([O:19][CH:20]([CH:27]2[CH2:32][CH2:31][NH:30][CH2:29][CH2:28]2)[C:21]2[CH:26]=[CH:25][N:24]=[CH:23][CH:22]=2)=[O:18])[C:12]([NH2:15])=[CH:13][CH:14]=1)=[O:7])([CH3:4])([CH3:3])[CH3:2].[Cl:33][C:34]1[CH:42]=[CH:41][C:37]([C:38](Cl)=[O:39])=[CH:36][CH:35]=1>>[Cl:33][C:34]1[CH:42]=[CH:41][C:37]([C:38]([NH:15][C:12]2[C:11]([NH:16][C:17]([O:19][CH:20]([CH:27]3[CH2:32][CH2:31][NH:30][CH2:29][CH2:28]3)[C:21]3[CH:22]=[CH:23][N:24]=[CH:25][CH:26]=3)=[O:18])=[CH:10][C:9]([NH:8][C:6]([O:5][C:1]([CH3:4])([CH3:2])[CH3:3])=[O:7])=[CH:14][CH:13]=2)=[O:39])=[CH:36][CH:35]=1. Procedure details: Using a similar procedure to that described in Example 48, Part C, N4-(tert-butoxycarbonyl)-N2-[1-(4-pyridyl)piperidin-4-ylmethoxycarbonyl]-1,2,4-benzenetriamine (380 mg, 0.86 mmol) and 4-chlorobenzoyl chloride (0.12 mL, 0.95 mmol) yielded 360 mg (72%) of the title compound. Reactants: CNCCNC, Cc1ccccc1, COC(=O)c1cnc(-c2ccccc2)c(-c2ccccc2)n1. Product: CC(=O)c1cnc(-c2ccccc2)c(-c2ccccc2)n1. As a reaction SMILES: [CH3:23][NH:24][CH2:25][CH2:26][NH:27][CH3:28].[CH3:29][c:30]1[cH:31][cH:32][cH:33][cH:34][cH:35]1.[c:1]1(-[c:7]2[n:8][cH:9][c:10]([C:19]([O:21][CH3:20])=[O:22])[n:11][c:12]2-[c:13]2[cH:14][cH:15][cH:16][cH:17][cH:18]2)[cH:2][cH:3][cH:4][cH:5][cH:6]1>>[c:1]1(-[c:7]2[n:8][cH:9][c:10]([C:19](=[O:21])[CH3:23])[n:11][c:12]2-[c:13]2[cH:14][cH:15][cH:16][cH:17][cH:18]2)[cH:2][cH:3][cH:4][cH:5][cH:6]1. Reactants: O=[N+]([O-])c1ccc(F)cc1, [H-], Nc1ccc(O)cc1, [Na+], CN(C)C=O. Yields the product Nc1ccc(Oc2ccc([N+](=O)[O-])cc2)cc1. As a reaction SMILES: [F:11][c:12]1[cH:13][cH:14][c:15]([N+:18](=[O:19])[O-:20])[cH:16][cH:17]1.[H-:2].[NH2:3][c:4]1[cH:5][cH:6][c:7]([OH:8])[cH:9][cH:10]1.[Na+:1].[O:21]=[CH:22][N:23]([CH3:24])[CH3:25]>>[NH2:3][c:4]1[cH:5][cH:6][c:7]([O:8][c:12]2[cH:13][cH:14][c:15]([N+:18](=[O:19])[O-:20])[cH:16][cH:17]2)[cH:9][cH:10]1. Starting materials: CN(C)C=O, OCC1CC1, Clc1cc(Cl)nc(Cl)c1, [H-], [Na+], O. Product: Clc1cc(OCC2CC2)cc(Cl)n1. Reaction SMILES: [CH3:18][N:19]([CH3:20])[CH:21]=[O:22].[CH:1]1([CH2:4][OH:5])[CH2:2][CH2:3]1.[Cl:9][c:10]1[n:11][c:12]([Cl:17])[cH:13][c:14]([Cl:16])[cH:15]1.[H-:6].[Na+:7].[OH2:8]>>[CH:1]1([CH2:4][O:5][c:14]2[cH:13][c:12]([Cl:17])[n:11][c:10]([Cl:9])[cH:15]2)[CH2:2][CH2:3]1. Reactants: CCOC(=O)N1c2ccc(OC)nc2C(Nc2ncc(N3CCOCC3)c(Cc3cc(C(=O)OC)cc(C(F)(F)F)c3)n2)CC1CC, CO, CN(C)C=O, [Na+], [OH-]. Product: CCOC(=O)N1c2ccc(OC)nc2C(Nc2ncc(N3CCOCC3)c(Cc3cc(C(=O)O)cc(C(F)(F)F)c3)n2)CC1CC. As a reaction SMILES: [CH2:1]([CH3:2])[O:3][C:4](=[O:5])[N:6]1[CH:7]([CH2:46][CH3:47])[CH2:8][CH:9]([NH:18][c:19]2[n:20][cH:21][c:22]([N:40]3[CH2:41][CH2:42][O:43][CH2:44][CH2:45]3)[c:23]([CH2:25][c:26]3[cH:27][c:28]([C:36](=[O:37])[O:38][CH3:39])[cH:29][c:30]([C:32]([F:33])([F:34])[F:35])[cH:31]3)[n:24]2)[c:10]2[n:11][c:12]([O:16][CH3:17])[cH:13][cH:14][c:15]21.[CH3:50][OH:51].[CH3:52][N:53]([CH3:54])[CH:55]=[O:56].[Na+:49].[OH-:48]>>[CH2:1]([CH3:2])[O:3][C:4](=[O:5])[N:6]1[CH:7]([CH2:46][CH3:47])[CH2:8][CH:9]([NH:18][c:19]2[n:20][cH:21][c:22]([N:40]3[CH2:41][CH2:42][O:43][CH2:44][CH2:45]3)[c:23]([CH2:25][c:26]3[cH:27][c:28]([C:36](=[O:37])[OH:38])[cH:29][c:30]([C:32]([F:33])([F:34])[F:35])[cH:31]3)[n:24]2)[c:10]2[n:11][c:12]([O:16][CH3:17])[cH:13][cH:14][c:15]21. The reactants are intermediate B1, CC1(OB(OC1(C)C)C1=CCN(CC1)C(=O)OC(C)(C)C)C (tert-butyl 4-(4,4,5,5-tetramethyl-1,3,2-dioxaborolan-2-yl)-5,6-dihydropyridine-1(2H)-carboxylate), C(=O)([O-])[O-].[Cs+].[Cs+] (Cs2CO3), BrC1=C(OC(C2=CC=CC=C12)=O)C(C)O (4-Bromo-3-(1-hydroxyethyl)-1H-isochromen-1-one), BrC1=C(OC(C2=CC=CC=C12)=O)C(C)O (4-Bromo-3-(1-hydroxyethyl)-1H-isochromen-1-one). The reagents and catalysts are C=1C=CC(=CC1)[P](C=2C=CC=CC2)(C=3C=CC=CC3)[Pd]([P](C=4C=CC=CC4)(C=5C=CC=CC5)C=6C=CC=CC6)([P](C=7C=CC=CC7)(C=8C=CC=CC8)C=9C=CC=CC9)[P](C=1C=CC=CC1)(C=1C=CC=CC1)C=1C=CC=CC1 (Pd(PPh3)4). The product is OC(C)C=1OC(C2=CC=CC=C2C1C1=CCN(CC1)C(=O)OC(C)(C)C)=O (tert-Butyl 4-(3-(1-hydroxyethyl)-1-oxo-1H-isochromen-4-yl)-5,6-dihydro-pyridine-1(2H)-carboxylate). Yield: 17.8%. RXN SMILES: Br[C:2]1[C:11]2[C:6](=[CH:7][CH:8]=[CH:9][CH:10]=2)[C:5](=[O:12])[O:4][C:3]=1[CH:13]([OH:15])[CH3:14].CC1(C)C(C)(C)OB([C:24]2[CH2:29][CH2:28][N:27]([C:30]([O:32][C:33]([CH3:36])([CH3:35])[CH3:34])=[O:31])[CH2:26][CH:25]=2)O1.C([O-])([O-])=O.[Cs+].[Cs+]>C1C=CC([P]([Pd]([P](C2C=CC=CC=2)(C2C=CC=CC=2)C2C=CC=CC=2)([P](C2C=CC=CC=2)(C2C=CC=CC=2)C2C=CC=CC=2)[P](C2C=CC=CC=2)(C2C=CC=CC=2)C2C=CC=CC=2)(C2C=CC=CC=2)C2C=CC=CC=2)=CC=1>[OH:15][CH:13]([C:3]1[O:4][C:5](=[O:12])[C:6]2[C:11]([C:2]=1[C:24]1[CH2:29][CH2:28][N:27]([C:30]([O:32][C:33]([CH3:36])([CH3:35])[CH3:34])=[O:31])[CH2:26][CH:25]=1)=[CH:10][CH:9]=[CH:8][CH:7]=2)[CH3:14] |f:2.3.4,^1:47,49,68,87|. Procedure details: The title compound was made in a similar way as that of the intermediate B1 using 4-bromo-3-(1-hydroxyethyl)-1H-isochromen-1-one (intermediate A2, 0.55 g, 2.04 mmol), tert-butyl 4-(4,4,5,5-tetramethyl-1,3,2-dioxaborolan-2-yl)-5,6-dihydropyridine-1(2H)-carboxylate (0.79 g, 2.55 mmol), Pd(PPh3)4 (118 mg, 0.102 mmol) and Cs2CO3 (1.0 g, 3.27 mmol) to afford the title compound (0.135 g, 18%) as a yellowish oil.